Dataset: the Open Reaction Database (ORD), a public repository of structured organic reaction records. Task: describe an organic reaction: reactants, conditions, products, and yield Reactants: C1CCOC1, CCOCCN(C(=O)Nc1ccc(C(=O)OC)cc1)c1ccc2c(c1)C(C)(C)CCC2(C)C, CO, Cl, [Li+], [OH-], O, O. The product is CCOCCN(C(=O)Nc1ccc(C(=O)O)cc1)c1ccc2c(c1)C(C)(C)CCC2(C)C. RXN SMILES: [CH2:40]1[O:41][CH2:42][CH2:43][CH2:44]1.[CH2:4]([CH3:5])[O:6][CH2:7][CH2:8][N:9]([C:10]([NH:11][c:12]1[cH:13][cH:14][c:15]([C:16](=[O:17])[O:18][CH3:19])[cH:20][cH:21]1)=[O:22])[c:23]1[cH:24][c:25]2[c:30]([cH:31][cH:32]1)[C:29]([CH3:33])([CH3:34])[CH2:28][CH2:27][C:26]2([CH3:35])[CH3:36].[CH3:37][OH:38].[ClH:39].[Li+:3].[OH-:2].[OH2:1].[OH2:45]>>[CH2:4]([CH3:5])[O:6][CH2:7][CH2:8][N:9]([C:10]([NH:11][c:12]1[cH:13][cH:14][c:15]([C:16](=[O:17])[OH:18])[cH:20][cH:21]1)=[O:22])[c:23]1[cH:24][c:25]2[c:30]([cH:31][cH:32]1)[C:29]([CH3:33])([CH3:34])[CH2:28][CH2:27][C:26]2([CH3:35])[CH3:36]. Starting materials: COCCOC, CN=C=S, Cc1ccc(C)c2c1CN(N)C2. Product: CNC(=S)NN1Cc2c(C)ccc(C)c2C1. RXN SMILES: [CH2:17]([CH2:18][O:19][CH3:20])[O:21][CH3:22].[CH3:1][N:2]=[C:3]=[S:4].[NH2:5][N:6]1[CH2:7][c:8]2[c:9]([CH3:16])[cH:10][cH:11][c:12]([CH3:15])[c:13]2[CH2:14]1>>[CH3:1][NH:2][C:3](=[S:4])[NH:5][N:6]1[CH2:7][c:8]2[c:9]([CH3:16])[cH:10][cH:11][c:12]([CH3:15])[c:13]2[CH2:14]1. Starting materials: [Si](C)(C)(C(C)(C)C)OC[C@@H](C)OC=1C=CC=C2C=CC(=NC12)C1=NN=C2N1C=C(C=C2)[C@H](C(F)(F)F)N2C[C@H](CC2)NC(OC(C)(C)C)=O (tert-butyl (S)-1-((R)-1-(3-(8-((R)-1-(tert-butyldimethylsilyloxy)propan-2-yloxy)quinolin-2-yl)-[1,2,4]triazolo[4,3-a]pyridin-6-yl)-2,2,2-trifluoroethyl)pyrrolidin-3-ylcarbamate), FC(C(=O)O)(F)F (trifluoroacetic acid), ClCCl (dichloromethane). Run at time 30 minute. Product: Cl.Cl.N[C@@H]1CN(CC1)[C@@H](C(F)(F)F)C=1C=CC=2N(C1)C(=NN2)C2=NC1=C(C=CC=C1C=C2)O[C@@H](CO)C ((R)-2-(2-(6-((R)-1-((S)-3-aminopyrrolidin-1-yl)-2,2,2-trifluoroethyl)-[1,2,4]triazolo[4,3-a]pyridin-3-yl)quinolin-8-yloxy)propan-1-ol dihydrochloride). Isolated yield 73.0%. As a reaction SMILES: [Si]([O:8][CH2:9][C@H:10]([O:12][C:13]1[CH:14]=[CH:15][CH:16]=[C:17]2[C:22]=1[N:21]=[C:20]([C:23]1[N:27]3[CH:28]=[C:29]([C@@H:32]([N:37]4[CH2:41][CH2:40][C@H:39]([NH:42]C(=O)OC(C)(C)C)[CH2:38]4)[C:33]([F:36])([F:35])[F:34])[CH:30]=[CH:31][C:26]3=[N:25][N:24]=1)[CH:19]=[CH:18]2)[CH3:11])(C(C)(C)C)(C)C.FC(F)(F)C(O)=O.[Cl:57]CCl>>[ClH:57].[ClH:57].[NH2:42][C@H:39]1[CH2:40][CH2:41][N:37]([C@H:32]([C:29]2[CH:30]=[CH:31][C:26]3[N:27]([C:23]([C:20]4[CH:19]=[CH:18][C:17]5[C:22](=[C:13]([O:12][C@H:10]([CH3:11])[CH2:9][OH:8])[CH:14]=[CH:15][CH:16]=5)[N:21]=4)=[N:24][N:25]=3)[CH:28]=2)[C:33]([F:35])([F:36])[F:34])[CH2:38]1 |f:3.4.5|. Procedure details: To a solution of tert-butyl (S)-1-((R)-1-(3-(8-((R)-1-(tert-butyldimethylsilyloxy)propan-2-yloxy)quinolin-2-yl)-[1,2,4]triazolo[4,3-a]pyridin-6-yl)-2,2,2-trifluoroethyl)pyrrolidin-3-ylcarbamate (0.29 g, 0.41 mmol) in dichloromethane (1 mL) was added trifluoroacetic acid (2 mL) was stirred at ambient temperature for 30 minutes. The reaction mixture was concentrated under reduced pressure. The residue was purified by reverse phase chromatography on C18 (0-80% acetonitrile/water). The material isol... Reactants: CC(CCCC(OC1OCCCC1)P(OCC)(OCC)=O)C (diethyl 1,1-dimethyl-5-(tetrahydropyran-2-yloxy)-5-pentylphosphonate), C1(=CC=C(C=C1)S(=O)(=O)[O-])C.[NH+]1=CC=CC=C1 (pyridinium toluene-4-sulfonate), C(C)O (ethanol). Product: OCCCCC(C)(C)P(OCC)(OCC)=O (Diethyl 5-hydroxy-1,1-dimethylpentylphosphonate). RXN SMILES: CC(C)CCCC([P:14](=[O:21])([O:18][CH2:19][CH3:20])[O:15][CH2:16][CH3:17])OC1CCCCO1.[C:23]1([CH3:33])[CH:28]=[CH:27][C:26](S([O-])(=O)=O)=[CH:25][CH:24]=1.[NH+]1C=CC=CC=1.C([OH:42])C>>[OH:42][CH2:25][CH2:26][CH2:27][CH2:28][C:23]([P:14](=[O:21])([O:18][CH2:19][CH3:20])[O:15][CH2:16][CH3:17])([CH3:24])[CH3:33] |f:1.2|. Reported procedure: 19.9 g (0.052 mol) of diethyl 1,1-dimethyl-5-(tetrahydropyran-2-yloxy)-5-pentylphosphonate were stirred at 55° C. for 8 hours with 1.5 g (0.006 mol) of pyridinium toluene-4-sulfonate in 200 ml of aqueous ethanol. The solvent was evaporated, the residue was taken up in ethyl acetate, the solution was filtered through a silica gel column and, after evaporating the solvent, the residue was distilled in a bulb tube. Starting materials: C(CO)#N (Glycolonitrile), S1C(=CC=C1)S(=O)(=O)Cl (2-thiophenesulfonyl chloride). Run in C(C)OCC (diethyl ether). Run at time 3 hour. Product: S1C(=CC=C1)S(=O)(=O)OCC#N (Cyanomethyl 2-thiophenesulfonate). As a reaction SMILES: [C:1](#[N:4])[CH2:2][OH:3].[S:5]1[CH:9]=[CH:8][CH:7]=[C:6]1[S:10](Cl)(=[O:12])=[O:11]>C(OCC)C>[S:5]1[CH:9]=[CH:8][CH:7]=[C:6]1[S:10]([O:3][CH2:2][C:1]#[N:4])(=[O:12])=[O:11]. Procedure: Method of preparation: Glycolonitrile is reacted with 2-thiophenesulfonyl chloride using the procedure as described in the previous example, with 2 hours of reaction at 0° C., followed by three hours at room temperature. The reaction mixture separates into two layers; the bottom dark layer is isolated and dissolved in diethyl ether, the solution washed with weak caustic solution and cold water, and the solvent is stripped off under reduced pressure to give the product (in 79% conversion), a gree... Starting materials: Brc1cnc2c(c1)CC1(CN3CCC1CC3)O2, Cc1ccc(B(O)O)s1. The product is Cc1ccc(-c2cnc3c(c2)CC2(CN4CCC2CC4)O3)s1. As a reaction SMILES: [Br:1][c:2]1[cH:3][c:4]2[c:5]([n:6][cH:7]1)[O:8][C:9]1([CH2:10][N:11]3[CH2:12][CH2:13][CH:14]1[CH2:15][CH2:16]3)[CH2:17]2.[CH3:18][c:19]1[cH:20][cH:21][c:22]([B:24]([OH:25])[OH:26])[s:23]1>>[c:2]1(-[c:22]2[cH:21][cH:20][c:19]([CH3:18])[s:23]2)[cH:3][c:4]2[c:5]([n:6][cH:7]1)[O:8][C:9]1([CH2:10][N:11]3[CH2:12][CH2:13][CH:14]1[CH2:15][CH2:16]3)[CH2:17]2. The reactants are CN1C(C(=C(C2=CC=CN=C12)C1=C(C=CC=C1)Cl)NC(=O)NC1=C(C=CC=C1C(C)C)C(C)C)=O (N-[1-methyl-4-(2-chlorophenyl)-1,2-dihydro-2-oxo-1,8-naphthyridin-3-yl]-N'-(2,6-diisopropylphenyl)urea), C(=O)[O-].[NH4+] (ammonium formate). The reagents and catalysts are [C].[Pd] (palladium-carbon). The solvent is CO (methanol). Product: CN1C(C(=C(C2=CC=CN=C12)C1=CC=CC=C1)NC(=O)NC1=C(C=CC=C1C(C)C)C(C)C)=O (N-(1-methyl-4-phenyl-1,2-dihydro-2-oxo-1,8-naphthyridin-3-yl)-N'-(2,6-diisopropylphenyl)urea). The yield is 76.1%. RXN SMILES: [CH3:1][N:2]1[C:11]2[C:6](=[CH:7][CH:8]=[CH:9][N:10]=2)[C:5]([C:12]2[CH:17]=[CH:16][CH:15]=[CH:14][C:13]=2Cl)=[C:4]([NH:19][C:20]([NH:22][C:23]2[C:28]([CH:29]([CH3:31])[CH3:30])=[CH:27][CH:26]=[CH:25][C:24]=2[CH:32]([CH3:34])[CH3:33])=[O:21])[C:3]1=[O:35].C([O-])=O.[NH4+]>CO.[C].[Pd]>[CH3:1][N:2]1[C:11]2[C:6](=[CH:7][CH:8]=[CH:9][N:10]=2)[C:5]([C:12]2[CH:13]=[CH:14][CH:15]=[CH:16][CH:17]=2)=[C:4]([NH:19][C:20]([NH:22][C:23]2[C:28]([CH:29]([CH3:30])[CH3:31])=[CH:27][CH:26]=[CH:25][C:24]=2[CH:32]([CH3:34])[CH3:33])=[O:21])[C:3]1=[O:35] |f:1.2,4.5|. Reported procedure: To a solution of N-[1-methyl-4-(2-chlorophenyl)-1,2-dihydro-2-oxo-1,8-naphthyridin-3-yl]-N'-(2,6-diisopropylphenyl)urea (350 mg, 0.72 mmol) in methanol (20 ml) were added ammonium formate (135 mg, 2.15 mmol) and 10% palladium-carbon (100 mg), and the mixture was refluxed for 4 hours. After allowed to stand for cooling, the mixture was filtered through a cerite pad, and the filtrate was concentrated under reduced pressure. To the residue was added dilute aqueous ammonia, and the mixture was extra... Starting materials: O=C([O-])[O-], CN(C)C=O, NS(=O)(=O)c1ccc(-c2oc(CCl)nc2-c2ccccc2)cc1, COC1(c2cc(O)cc(F)c2)CCOCC1, [K+], [K+], O. The product is COC1(c2cc(F)cc(OCc3nc(-c4ccccc4)c(-c4ccc(S(N)(=O)=O)cc4)o3)c2)CCOCC1. RXN SMILES: [C:24](=[O:25])([O-:26])[O-:27].[CH3:30][N:31]([CH3:32])[CH:33]=[O:34].[Cl:1][CH2:2][c:3]1[o:4][c:5](-[c:14]2[cH:15][cH:16][c:17]([S:20](=[O:21])(=[O:22])[NH2:23])[cH:18][cH:19]2)[c:6](-[c:8]2[cH:9][cH:10][cH:11][cH:12][cH:13]2)[n:7]1.[F:35][c:36]1[cH:37][c:38]([OH:50])[cH:39][c:40]([C:42]2([O:48][CH3:49])[CH2:43][CH2:44][O:45][CH2:46][CH2:47]2)[cH:41]1.[K+:28].[K+:29].[OH2:51]>>[CH2:2]([c:3]1[o:4][c:5](-[c:14]2[cH:15][cH:16][c:17]([S:20](=[O:21])(=[O:22])[NH2:23])[cH:18][cH:19]2)[c:6](-[c:8]2[cH:9][cH:10][cH:11][cH:12][cH:13]2)[n:7]1)[O:50][c:38]1[cH:37][c:36]([F:35])[cH:41][c:40]([C:42]2([O:48][CH3:49])[CH2:43][CH2:44][O:45][CH2:46][CH2:47]2)[cH:39]1. Starting materials: O=S(=O)(c1ccc2c(c1)OC(CBr)OC2)C(F)(F)F, CCCN. Product: CCCNCC1OCc2ccc(S(=O)(=O)C(F)(F)F)cc2O1. RXN SMILES: [Br:1][CH2:2][CH:3]1[O:4][CH2:5][c:6]2[c:7]([cH:9][c:10]([S:13](=[O:14])(=[O:15])[C:16]([F:17])([F:18])[F:19])[cH:11][cH:12]2)[O:8]1.[CH3:20][CH2:21][CH2:22][NH2:23]>>[CH2:2]([CH:3]1[O:4][CH2:5][c:6]2[c:7]([cH:9][c:10]([S:13](=[O:14])(=[O:15])[C:16]([F:17])([F:18])[F:19])[cH:11][cH:12]2)[O:8]1)[NH:23][CH2:22][CH2:21][CH3:20]. Starting materials: O=C1N(C(C2=CC=CC=C12)=O)CCOC1=C(C=C(C=C1)C(NCC(C)C)=O)C=1C=CC2=C(C(=C(O2)C2=CC=C(C=C2)F)C(=O)NC)C1 (5-(2-(2-(1,3-dioxoisoindolin-2-yl)ethoxy)-5-(isobutylcarbamoyl)phenyl)-2-(4-fluorophenyl)-N-methylbenzofuran-3-carboxamide), NN (hydrazine). The solvent is CO (methanol), CO (methanol), O (water), C(C)#N (acetonitrile), C(C)#N (acetonitrile), O (water), CO (methanol), O.C(C)#N (water acetonitrile), O.CO (water methanol), O (water), C(C)#N (acetonitrile), O (water), O (water), C(C)#N (acetonitrile), O (water). The product is NCCOC1=C(C=C(C=C1)C(NCC(C)C)=O)C=1C=CC2=C(C(=C(O2)C2=CC=C(C=C2)F)C(=O)NC)C1 (5-(2-(2-Aminoethoxy)-5-(isobutylcarbamoyl)phenyl)-2-(4-fluorophenyl)-N-methylbenzofuran-3-carboxamide). The yield is 61.5%. Reaction SMILES: O=C1C2C(=CC=CC=2)C(=O)[N:3]1[CH2:12][CH2:13][O:14][C:15]1[CH:20]=[CH:19][C:18]([C:21](=[O:27])[NH:22][CH2:23][CH:24]([CH3:26])[CH3:25])=[CH:17][C:16]=1[C:28]1[CH:29]=[CH:30][C:31]2[O:35][C:34]([C:36]3[CH:41]=[CH:40][C:39]([F:42])=[CH:38][CH:37]=3)=[C:33]([C:43]([NH:45][CH3:46])=[O:44])[C:32]=2[CH:47]=1.NN>CO.O.O.CO.C(#N)C.O.C(#N)C>[NH2:3][CH2:12][CH2:13][O:14][C:15]1[CH:20]=[CH:19][C:18]([C:21](=[O:27])[NH:22][CH2:23][CH:24]([CH3:26])[CH3:25])=[CH:17][C:16]=1[C:28]1[CH:29]=[CH:30][C:31]2[O:35][C:34]([C:36]3[CH:37]=[CH:38][C:39]([F:42])=[CH:40][CH:41]=3)=[C:33]([C:43]([NH:45][CH3:46])=[O:44])[C:32]=2[CH:47]=1 |f:4.5,7.8|. Procedure details: To a 2 dram vial was added 2-(4-fluorophenyl)-5-(2-hydroxy-5-(isobutylcarbamoyl)phenyl)-N-methylbenzofuran-3-carboxamide (92.0 mg, 0.20 mmol) in 3 mL of DMF along with 2-(2-bromoethyl)isoindoline-1,3-dione (152 mg, 0.600 mmol) and DBU (0.120 mL, 0.800 mmol). The vial was capped and shaken at 75° C. over night. The crude reaction mixture was then evacuated to near dryness, taken up in 6 mL of acetonitrile and purified using a Shimadzu preparative HPLC employing acetonitrile/water/0.1% TFA where s...